This data is from the Open Reaction Database (ORD), a public repository of structured organic reaction records. The task is: describe an organic reaction: reactants, conditions, products, and yield Reactants: C(C)(=O)[O-].[Cs+] (caesium acetate), ClCC1=NC2=CC3=C(C=C2C(N1)=O)CCC3 (2-chloromethyl-3,4,7,8-tetrahydro-6H-cyclopenta[g]quinazolin-4-one). Solvent: CN(C)C=O (DMF), CN(C)C=O (DMF). Reaction conditions: temperature 40 celsius, time 2 hour. The product is OCC1=NC2=CC3=C(C=C2C(N1)=O)CCC3 (2-Hydroxymethyl-3,4,7,8-tetrahydro-6H-cyclopenta[g]quinazolin-4-one). Isolated yield 58.0%. Reaction SMILES: C([O-])(=[O:3])C.[Cs+].Cl[CH2:7][C:8]1[NH:17][C:16](=[O:18])[C:15]2[C:10](=[CH:11][C:12]3[CH2:21][CH2:20][CH2:19][C:13]=3[CH:14]=2)[N:9]=1>CN(C=O)C>[OH:3][CH2:7][C:8]1[NH:17][C:16](=[O:18])[C:15]2[C:10](=[CH:11][C:12]3[CH2:21][CH2:20][CH2:19][C:13]=3[CH:14]=2)[N:9]=1 |f:0.1|. Procedure: A solution of caesium acetate (14.4 g, 75.2 mmol) in dry DMF (40 ml) was heated to 60° C. under argon for 30 min. The mixture was cooled to 40° C. and a suspension of 2-chloromethyl-3,4,7,8-tetrahydro-6H-cyclopenta[g]quinazolin-4-one (L. Skelton, V. Bavetsias, A. Jackman, WO 00/050417-A1; 2.2 g, 9.4 mmol) in dry DMF (60 ml) was added via a cannula. The mixture was heated to 80° C. under argon for 16 h. The mixture was cooled to room temperature and the solvent was removed in vacuo. The residue w... The reactants are COc1cc(OC)nc(S(C)(=O)=O)n1, CSc1nc2ccccc2[nH]1, CN(C)C=O, [H-], [Na+], O. Product: COc1cc(OC)nc(-n2c(SC)nc3ccccc32)n1. As a reaction SMILES: [CH3:14][S:15](=[O:16])(=[O:17])[c:18]1[n:19][c:20]([O:26][CH3:27])[cH:21][c:22]([O:24][CH3:25])[n:23]1.[CH3:1][S:2][c:3]1[nH:4][c:5]2[c:6]([n:7]1)[cH:8][cH:9][cH:10][cH:11]2.[CH3:29][N:30]([CH3:31])[CH:32]=[O:33].[H-:12].[Na+:13].[OH2:28]>>[CH3:1][S:2][c:3]1[n:4][c:5]2[c:6]([n:7]1-[c:18]1[n:19][c:20]([O:26][CH3:27])[cH:21][c:22]([O:24][CH3:25])[n:23]1)[cH:8][cH:9][cH:10][cH:11]2. The reactants are C(CS)(=O)OC (methyl thioglycolate), C(C=C)(=O)OC (methyl acrylate). Reagents/catalysts: N1CCCCC1 (piperidine). Conditions: temperature 50 celsius, time 2 hour. Yields the product COC(CCSCC(=O)OC)=O (methyl-3-(2-methoxy-2-oxoethylthio)-propanoate). Isolated yield 96.2%. As a reaction SMILES: [C:1]([O:5][CH3:6])(=[O:4])[CH2:2][SH:3].[C:7]([O:11][CH3:12])(=[O:10])[CH:8]=[CH2:9]>N1CCCCC1>[CH3:12][O:11][C:7](=[O:10])[CH2:8][CH2:9][S:3][CH2:2][C:1]([O:5][CH3:6])=[O:4]. Procedure details: To a solution of methyl thioglycolate (91.0 mL, 1.0 mol) and piperidine (2 mL, 4.05 mmol) was added methyl acrylate (99.2 mL, 1.1 mol) dropwise. The reaction mixture was stirred at 50° C. for 2 h. The excess methyl acrylate and piperidine were then removed by distillation to afford methyl-3-(2-methoxy-2-oxoethylthio)-propanoate as a colourless oil (185 g, 96%). Without further purification, the crude product was used directly to the next step. The reactants are S(=O)(Cl)Cl (thionyl chloride), CN(C=O)C (N,N-dimethylformamide), FC(C1=CC=C(C=C1)C=1C=C(C=NC1)CO)(F)F ([5-(4-Trifluoromethyl-phenyl)-pyridin-3-yl]-methanol). Run in ClCCl (dichloromethane). Reaction conditions: temperature 0 celsius, time 1.5 hour. The product is ClCC=1C=NC=C(C1)C1=CC=C(C=C1)C(F)(F)F (3-Chloromethyl-5-(4-trifluoromethyl-phenyl)-pyridine). RXN SMILES: S(Cl)([Cl:3])=O.CN(C)C=O.[F:10][C:11]([F:27])([F:26])[C:12]1[CH:17]=[CH:16][C:15]([C:18]2[CH:19]=[C:20]([CH2:24]O)[CH:21]=[N:22][CH:23]=2)=[CH:14][CH:13]=1>ClCCl>[Cl:3][CH2:24][C:20]1[CH:21]=[N:22][CH:23]=[C:18]([C:15]2[CH:16]=[CH:17][C:12]([C:11]([F:27])([F:26])[F:10])=[CH:13][CH:14]=2)[CH:19]=1. Reported procedure: 177 mg (0.11 ml, 1.49 mmol) thionyl chloride were added drop by drop at 0° C. to a solution of 0.1 ml N,N-dimethylformamide (DMF) and 196 mg (0.74 mmol) [5-(4-Trifluoromethyl-phenyl)-pyridin-3-yl]-methanol in 6 ml dichloromethane and stirred for 1.5 h at 0° C. The mixture was poured on ice/sodium bicarbonate solution and the organic phase separated. The water phase is extracted with dichloromethane. The combined organic phases were washed with water, dried (sodium sulphate), evaporated and the o... Starting materials: C1(=CC=CC=C1)C(=CC(=O)O)C1=CC(=CC=C1)[N+](=O)[O-] (3-phenyl-3-(3-nitrophenyl)propenoic acid), ClC(=O)OCC (ethyl chloroformate), CC(CCCCCCCCC)N (1-methyldecylamine), anhydride. Yields the product CC(CCCCCCCCC)NC(C=C(C1=CC(=CC=C1)[N+](=O)[O-])C1=CC=CC=C1)=O (N-(1-Methyldecyl)-3-phenyl-3-(3-nitrophenyl)propenamide), oil. Isolated yield 92.0%. RXN SMILES: [C:1]1([C:7]([C:12]2[CH:17]=[CH:16][CH:15]=[C:14]([N+:18]([O-:20])=[O:19])[CH:13]=2)=[CH:8][C:9]([OH:11])=O)[CH:6]=[CH:5][CH:4]=[CH:3][CH:2]=1.ClC(OCC)=O.[CH3:27][CH:28]([NH2:38])[CH2:29][CH2:30][CH2:31][CH2:32][CH2:33][CH2:34][CH2:35][CH2:36][CH3:37]>>[CH3:27][CH:28]([NH:38][C:9](=[O:11])[CH:8]=[C:7]([C:1]1[CH:2]=[CH:3][CH:4]=[CH:5][CH:6]=1)[C:12]1[CH:17]=[CH:16][CH:15]=[C:14]([N+:18]([O-:20])=[O:19])[CH:13]=1)[CH2:29][CH2:30][CH2:31][CH2:32][CH2:33][CH2:34][CH2:35][CH2:36][CH3:37]. Procedure details: The title compound was prepared from 3-phenyl-3-(3-nitrophenyl)propenoic acid via mixed anhydride formation using ethyl chloroformate, followed by reaction with 1-methyldecylamine, substantially according to the procedure of Preparation 21. This gave a 92% yield of an oil. The reactants are BrC1=C(C=C(CNN)C=C1)Cl (4-bromo-3-chlorobenzylhydrazine), C(C)OC(C=C(OCC)N)=O (β-amino-β-ethoxyacrylic acid ethyl ester), C=1(C(=CC=CC1)S(=O)(=O)O)C (toluenesulphonic acid). Run in C(C)O (ethanol). Conditions: time 2 hour. Yields the product NC=1NN(C(C1)=O)CC1=CC(=C(C=C1)Br)Cl (3-Amino-1-(3-chloro-4-bromobenzyl)-pyrazol-5-one). As a reaction SMILES: [Br:1][C:2]1[CH:10]=[CH:9][C:5]([CH2:6][NH:7][NH2:8])=[CH:4][C:3]=1[Cl:11].C([O:14][C:15](=O)[CH:16]=[C:17]([NH2:21])OCC)C.C1(C)C(S(O)(=O)=O)=CC=CC=1>C(O)C>[NH2:21][C:17]1[NH:8][N:7]([CH2:6][C:5]2[CH:9]=[CH:10][C:2]([Br:1])=[C:3]([Cl:11])[CH:4]=2)[C:15](=[O:14])[CH:16]=1. Procedure details: 48.8 g of 4-bromo-3-chlorobenzylhydrazine are added dropwise under nitrogen to a solution of 33.2 g of β-amino-β-ethoxyacrylic acid ethyl ester and 1.5 g of toluenesulphonic acid in 150 ml of ethanol. After stirring for a further two hours, the mixture was left to stand and the compound identified above began to crystallise out after four hours. It was filtered off and twice recrystallised from ethanol. Melting point: 145°-146°, 23 g (37%). Reaction SMILES: [CH3:42][OH:43].[CH:1](=[O:2])[c:3]1[cH:4][cH:5][c:6]([O:7][c:8]2[c:9](-[c:20]3[cH:21][c:22]([O:26][CH3:27])[cH:23][cH:24][cH:25]3)[cH:10][cH:11][c:12]3[cH:13][c:14]([O:18][CH3:19])[cH:15][cH:16][c:17]23)[cH:28][cH:29]1.[Na+:41].[O-:37][C:38]([OH:39])=[O:40].[OH:30][OH:31].[S:32]([OH:33])(=[O:34])(=[O:35])[OH:36]>>[c:3]1([OH:33])[cH:4][cH:5][c:6]([O:7][c:8]2[c:9](-[c:20]3[cH:21][c:22]([O:26][CH3:27])[cH:23][cH:24][cH:25]3)[cH:10][cH:11][c:12]3[cH:13][c:14]([O:18][CH3:19])[cH:15][cH:16][c:17]23)[cH:28][cH:29]1. The product is COc1cccc(-c2ccc3cc(OC)ccc3c2Oc2ccc(O)cc2)c1. Reactants: CO, COc1cccc(-c2ccc3cc(OC)ccc3c2Oc2ccc(C=O)cc2)c1, [Na+], O=C([O-])O, OO, O=S(=O)(O)O. Reactants: CCOC(=O)C(Cc1ccc(O)cc1)OCC, CC(=CCO)c1ccc(-c2ccccc2C)cc1. The product is CCOC(=O)C(Cc1ccc(OCC=C(C)c2ccc(-c3ccccc3C)cc2)cc1)OCC. Reaction SMILES: [CH2:19]([CH3:20])[O:21][CH:22]([C:23](=[O:24])[O:25][CH2:26][CH3:27])[CH2:28][c:29]1[cH:30][cH:31][c:32]([OH:35])[cH:33][cH:34]1.[CH3:1][c:2]1[c:3](-[c:8]2[cH:9][cH:10][c:11]([C:14](=[CH:15][CH2:16][OH:17])[CH3:18])[cH:12][cH:13]2)[cH:4][cH:5][cH:6][cH:7]1>>[CH3:1][c:2]1[c:3](-[c:8]2[cH:9][cH:10][c:11]([C:14](=[CH:15][CH2:16][O:17][c:32]3[cH:31][cH:30][c:29]([CH2:28][CH:22]([O:21][CH2:19][CH3:20])[C:23](=[O:24])[O:25][CH2:26][CH3:27])[cH:34][cH:33]3)[CH3:18])[cH:12][cH:13]2)[cH:4][cH:5][cH:6][cH:7]1.